This data is from the Open Reaction Database (ORD), a public repository of structured organic reaction records. The task is: describe an organic reaction: reactants, conditions, products, and yield Reactants: COC(=O)c1cccc(COCC(N)C(=O)NC(=O)OC(C)(C)C)c1, CCOC(C)=O, Cl. Product: COC(=O)c1cccc(COCC(N)C(N)=O)c1, Cl. RXN SMILES: [CH3:1][O:2][C:3](=[O:4])[c:5]1[cH:6][c:7]([CH2:11][O:12][CH2:13][CH:14]([NH2:15])[C:16](=[O:17])[NH:18][C:19]([O:20][C:21]([CH3:22])([CH3:23])[CH3:24])=[O:25])[cH:8][cH:9][cH:10]1.[CH3:27][CH2:28][O:29][C:30]([CH3:31])=[O:32].[ClH:26]>>[CH3:1][O:2][C:3](=[O:4])[c:5]1[cH:6][c:7]([CH2:11][O:12][CH2:13][CH:14]([NH2:15])[C:16](=[O:17])[NH2:18])[cH:8][cH:9][cH:10]1.[ClH:26]. Reactants: FC1=C(C(=CC(=C1)O)F)CC(=O)OC (methyl (2,6-difluoro-4-hydroxyphenyl)acetate), COCC=1C=NC(=NC1)N1CCC(CC1)[C@@H]1[C@@H](C1)CCO (2-((1S,2R)-2-{1-[5-(methoxymethyl)pyrimidin-2-yl]piperidin-4-yl}cyclopropyl)ethanol), N(=NC(=O)OC(C)(C)C)C(=O)OC(C)(C)C (di-tert-butyl azodicarboxylate), C1(=CC=CC=C1)P(C1=CC=CC=C1)C1=CC=CC=C1 (triphenylphosphine). The solvent is ClCCl (dichloromethane), ClCCl (dichloromethane). Conditions: time 3 hour. Product: COC(CC1=C(C=C(C=C1F)OCC[C@H]1[C@H](C1)C1CCN(CC1)C1=NC=C(C=N1)COC)F)=O (Methyl{2,6-difluoro-4-[2-((1S,2R)-2-{1-[5-(methoxymethyl)pyrimidin-2-yl]piperidin-4-yl}cyclopropyl)ethoxy]phenyl}acetate). Reaction SMILES: [F:1][C:2]1[CH:7]=[C:6]([OH:8])[CH:5]=[C:4]([F:9])[C:3]=1[CH2:10][C:11]([O:13][CH3:14])=[O:12].[CH3:15][O:16][CH2:17][C:18]1[CH:19]=[N:20][C:21]([N:24]2[CH2:29][CH2:28][CH:27]([C@H:30]3[CH2:32][C@H:31]3[CH2:33][CH2:34]O)[CH2:26][CH2:25]2)=[N:22][CH:23]=1.C1(P(C2C=CC=CC=2)C2C=CC=CC=2)C=CC=CC=1.N(C(OC(C)(C)C)=O)=NC(OC(C)(C)C)=O>ClCCl>[CH3:14][O:13][C:11](=[O:12])[CH2:10][C:3]1[C:2]([F:1])=[CH:7][C:6]([O:8][CH2:34][CH2:33][C@@H:31]2[CH2:32][C@@H:30]2[CH:27]2[CH2:28][CH2:29][N:24]([C:21]3[N:20]=[CH:19][C:18]([CH2:17][O:16][CH3:15])=[CH:23][N:22]=3)[CH2:25][CH2:26]2)=[CH:5][C:4]=1[F:9]. Procedure: To a stirred solution of methyl (2,6-difluoro-4-hydroxyphenyl)acetate (1.46 g, 7.22 mmol) in 10 ml anhydrous dichloromethane at RT was added a solution of 2-((1S,2R)-2-{1-[5-(methoxymethyl)pyrimidin-2-yl]piperidin-4-yl}cyclopropyl)ethanol (2.10 g, 7.22 mmol) in 20 ml anhydrous dichloromethane, followed by triphenylphosphine (polymer-bound, 3.79 g, 11.4 mmol), and di-tert-butyl azodicarboxylate (1.83 g, 7.94 mmol). The reaction mixture was stirred at RT for 3 hours. The mixture was filtered throu... RXN SMILES: [CH3:1][O:2][c:3]1[c:4]([N:14]2[CH2:15][CH2:16][CH:17]([N:20]3[CH2:21][CH2:22][N:23]([CH2:26][CH2:27][F:28])[CH2:24][CH2:25]3)[CH2:18][CH2:19]2)[cH:5][c:6]([O:12][CH3:13])[c:7]([N+:9]([O-:10])=[O:11])[cH:8]1.[CH3:29][CH2:30][O:31][C:32]([CH3:33])=[O:34].[CH3:35][CH2:36][OH:37]>>[CH3:1][O:2][c:3]1[c:4]([N:14]2[CH2:15][CH2:16][CH:17]([N:20]3[CH2:21][CH2:22][N:23]([CH2:26][CH2:27][F:28])[CH2:24][CH2:25]3)[CH2:18][CH2:19]2)[cH:5][c:6]([O:12][CH3:13])[c:7]([NH2:9])[cH:8]1. The product is COc1cc(N2CCC(N3CCN(CCF)CC3)CC2)c(OC)cc1N. The reactants are COc1cc([N+](=O)[O-])c(OC)cc1N1CCC(N2CCN(CCF)CC2)CC1, CCOC(C)=O, CCO. Reactants: CN1CCC(=CC1)C1=CNC2=CC=C(C=C12)C(F)(F)F (3-(1-methyl-1,2,3,6-tetrahydro-4-pyridinyl)-5-trifluoromethyl-1H-indole), Cl (HCl), C1(=CC=CC=C1)S(=O)(=O)Cl (phenylsulfonyl chloride), Cl (HCl). Yields the product Cl.CN1CCC(=CC1)C1=CN(C2=CC=C(C=C12)C(F)(F)F)S(=O)(=O)C1=CC=CC=C1 (3-(1-Methyl-1,2,3,6-tetrahydro-4-pyridinyl)-1-phenylsulfonyl-5-trifluoromethylindole hydrochloride). RXN SMILES: [CH3:1][N:2]1[CH2:7][CH:6]=[C:5]([C:8]2[C:16]3[C:11](=[CH:12][CH:13]=[C:14]([C:17]([F:20])([F:19])[F:18])[CH:15]=3)[NH:10][CH:9]=2)[CH2:4][CH2:3]1.[C:21]1([S:27]([Cl:30])(=[O:29])=[O:28])[CH:26]=[CH:25][CH:24]=[CH:23][CH:22]=1.Cl>>[ClH:30].[CH3:1][N:2]1[CH2:3][CH:4]=[C:5]([C:8]2[C:16]3[C:11](=[CH:12][CH:13]=[C:14]([C:17]([F:20])([F:18])[F:19])[CH:15]=3)[N:10]([S:27]([C:21]3[CH:26]=[CH:25][CH:24]=[CH:23][CH:22]=3)(=[O:29])=[O:28])[CH:9]=2)[CH2:6][CH2:7]1 |f:3.4|. Procedure details: (14.9 mg, 46%); from 3-(1-methyl-1,2,3,6-tetrahydro-4-pyridinyl)-5-trifluoromethyl-1H-indole (Example 4i, 20 mg, 0.071 mmol) and phenylsulfonyl chloride (18.9 mg, 0.107 mmol). HRMS-FAB+ for C21H19N2O2SF3.HCl, calculated MH+ (--HCl): 421.11975; found: 421.11923. The reactants are [Na].S(=O)(=O)(O)CCCCOC1=CC=C(C=C1)OCCCCS(=O)(=O)O (1,4-di(sulfobutoxy)benzene sodium), COC1=CC=C(C=C1)O (4-methoxyphenol), C1CCCOS1(=O)=O (butanesultone), [Na].COC1=C(C=CC=C1)OCCCCS(=O)(=O)O (1-methoxy-4-sulfobutoxybenzene sodium). The product is [Na].COC1=CC=C(C=C1)OCCCS(=O)(=O)O (1-methoxy-4-sulfopropoxybenzene sodium). As a reaction SMILES: [Na:1].S(CCC[CH2:9][O:10][C:11]1[CH:16]=[CH:15][C:14]([O:17][CH2:18][CH2:19][CH2:20]CS(O)(=O)=O)=[CH:13][CH:12]=1)(O)(=O)=O.COC1C=CC(O)=CC=1.C1[S:40](=[O:42])(=[O:41])[O:39]CCC1.[Na].COC1C=CC=CC=1OCCCCS(O)(=O)=O>>[Na:1].[CH3:9][O:10][C:11]1[CH:12]=[CH:13][C:14]([O:17][CH2:18][CH2:19][CH2:20][S:40]([OH:42])(=[O:41])=[O:39])=[CH:15][CH:16]=1 |f:0.1,4.5,6.7,^1:0,42,60|. Procedure details: In the same manner as in above (1), the objective compound was synthesized from 4-methoxyphenol and butanesultone. The crude product was recrystallized from water to obtain a milky white needle crystal product. The resulting product was determined for its 1H-NMR and IR spectrum to confirm that it was 1-methoxy-4-sulfobutoxybenzene sodium. Yields the product CC1=C(C(NC(=C1)C1=C(C=CC=C1)OCCC)=O)C(=O)N (1,2-Dihydro-4-methyl-2-oxo-6-(2-propoxyphenyl-)pyridine-3-carboxamide). As a reaction SMILES: [CH3:1][C:2]1[CH:7]=[C:6]([C:8]2[CH:13]=[CH:12][CH:11]=[CH:10][C:9]=2[O:14][CH2:15][CH2:16][CH3:17])[NH:5][C:4](=[O:18])[C:3]=1[C:19]([O:21]C)=O.[NH3:23]>>[CH3:1][C:2]1[CH:7]=[C:6]([C:8]2[CH:13]=[CH:12][CH:11]=[CH:10][C:9]=2[O:14][CH2:15][CH2:16][CH3:17])[NH:5][C:4](=[O:18])[C:3]=1[C:19]([NH2:23])=[O:21]. Procedure details: Methyl 1,2-dihydro-4-methyl-2-oxo-6-(2-propoxyphenyl)-pyridine-3-carboxylate (0.53 g) and saturated methanolic ammonia (25 ml) was heated in a sealed vessel at 70°-85° C. for 34 hours. The residue after evaporation was triturated with methanol (10 ml) to give a solid, 0.28 g, m.p. 239°-242° C. Recrystallisation from ethanol afforded the title compound, 0.18 g , m.p. 244°-246° C. Reactants: CC1=C(C(NC(=C1)C1=C(C=CC=C1)OCCC)=O)C(=O)OC (Methyl 1,2-dihydro-4-methyl-2-oxo-6-(2-propoxyphenyl)-pyridine-3-carboxylate), N (ammonia). Starting materials: O=c1nc(-c2cccc(SCc3ccccc3)n2)sc2ccccc12, ClC(Cl)Cl, O=C(OO)c1cccc(Cl)c1. The product is O=c1nc(-c2cccc(S(=O)Cc3ccccc3)n2)sc2ccccc12. As a reaction SMILES: [CH2:1]([c:2]1[cH:3][cH:4][cH:5][cH:6][cH:7]1)[S:8][c:9]1[cH:10][cH:11][cH:12][c:13](-[c:15]2[s:16][c:17]3[c:18]([c:19](=[O:21])[n:20]2)[cH:22][cH:23][cH:24][cH:25]3)[n:14]1.[CH:37]([Cl:38])([Cl:39])[Cl:40].[OH:26][O:27][C:28]([c:29]1[cH:30][c:31]([Cl:32])[cH:33][cH:34][cH:35]1)=[O:36]>>[CH2:1]([c:2]1[cH:3][cH:4][cH:5][cH:6][cH:7]1)[S:8]([c:9]1[cH:10][cH:11][cH:12][c:13](-[c:15]2[s:16][c:17]3[c:18]([c:19](=[O:21])[n:20]2)[cH:22][cH:23][cH:24][cH:25]3)[n:14]1)=[O:26]. The reactants are Brc1nccs1, O=C([O-])[O-], CN(C)C=O, [Cs+], [Cs+], COC(=O)C1CCNCC1. The product is COC(=O)C1CCN(c2nccs2)CC1. Reaction SMILES: [Br:11][c:12]1[s:13][cH:14][cH:15][n:16]1.[C:17](=[O:18])([O-:19])[O-:20].[CH3:23][N:24]([CH3:25])[CH:26]=[O:27].[Cs+:21].[Cs+:22].[NH:1]1[CH2:2][CH2:3][CH:4]([C:7](=[O:8])[O:9][CH3:10])[CH2:5][CH2:6]1>>[N:1]1([c:12]2[s:13][cH:14][cH:15][n:16]2)[CH2:2][CH2:3][CH:4]([C:7](=[O:8])[O:9][CH3:10])[CH2:5][CH2:6]1.